Dataset: the Open Reaction Database (ORD), a public repository of structured organic reaction records. Task: describe an organic reaction: reactants, conditions, products, and yield Starting materials: CCCCP(CCCC)CCCC, Cc1nn(-c2ccccn2)cc1CO, O=C(N=NC(=O)N1CCCCC1)N1CCCCC1, COc1cc(C=O)ccc1O, C1CCOC1. The product is COc1cc(C=O)ccc1OCc1cn(-c2ccccn2)nc1C. RXN SMILES: [CH2:26]([P:27]([CH2:28][CH2:29][CH2:30][CH3:31])[CH2:32][CH2:33][CH2:34][CH3:35])[CH2:36][CH2:37][CH3:38].[CH3:1][c:2]1[n:3][n:4](-[c:9]2[n:10][cH:11][cH:12][cH:13][cH:14]2)[cH:5][c:6]1[CH2:7][OH:8].[N:39]([C:40]([N:41]1[CH2:42][CH2:43][CH2:44][CH2:45][CH2:46]1)=[O:47])=[N:48][C:49]([N:50]1[CH2:51][CH2:52][CH2:53][CH2:54][CH2:55]1)=[O:56].[O:15]=[CH:16][c:17]1[cH:18][c:19]([O:20][CH3:21])[c:22]([OH:23])[cH:24][cH:25]1.[O:57]1[CH2:58][CH2:59][CH2:60][CH2:61]1>>[CH3:1][c:2]1[n:3][n:4](-[c:9]2[n:10][cH:11][cH:12][cH:13][cH:14]2)[cH:5][c:6]1[CH2:7][O:8][c:22]1[c:19]([O:20][CH3:21])[cH:18][c:17]([CH:16]=[O:15])[cH:25][cH:24]1. Starting materials: ClC=1C=C(C(=O)C2=C(C(=O)O)C=CC=C2)C=CC1Cl (2-(3,4-dichlorobenzoyl)benzoic acid), CNN (methyl hydrazine), O (water). Solvent: C1(=CC=CC=C1)C (toluene). The product is CN1C(C2=CC=CC=C2C(=N1)C1=CC(=C(C=C1)Cl)Cl)=O (2-Methyl-4-(3,4-dichlorophenyl)-1-(2H)-phthalazinone). The yield is 84.0%. As a reaction SMILES: [Cl:1][C:2]1[CH:3]=[C:4]([CH:16]=[CH:17][C:18]=1[Cl:19])[C:5]([C:7]1[CH:15]=[CH:14][CH:13]=[CH:12][C:8]=1[C:9](O)=[O:10])=O.[CH3:20][NH:21][NH2:22].O>C1(C)C=CC=CC=1>[CH3:20][N:21]1[N:22]=[C:5]([C:4]2[CH:16]=[CH:17][C:18]([Cl:19])=[C:2]([Cl:1])[CH:3]=2)[C:7]2[C:8](=[CH:12][CH:13]=[CH:14][CH:15]=2)[C:9]1=[O:10]. Reported procedure: To a solution of 2-(3,4-dichlorobenzoyl)benzoic acid (29.4 g, 0.1 mol) in toluene (100 mL) was added methyl hydrazine (5.8 mL). The mixture was brought to reflux for 3 hours, with the removal of water via a Dean Stark trap. The mixture was cooled, and the product was collected by filtration to afford 25.54 g (84%) of 2-Methyl-4-(3,4-dichlorophenyl)-1-(2H)-phthalazinone, m.p. 179°-181° C.